The task is: describe an organic reaction: reactants, conditions, products, and yield. This data is from the Open Reaction Database (ORD), a public repository of structured organic reaction records. Starting materials: CC(=O)c1c(O)cc(C)oc1=O, C1CCNCC1, ClC(Cl)Cl, O=Cc1ccc(OC(F)(F)F)c(Cl)c1. Product: Cc1cc(O)c(C(=O)C=Cc2ccc(OC(F)(F)F)c(Cl)c2)c(=O)o1. RXN SMILES: [C:1]([CH3:2])(=[O:3])[c:4]1[c:5](=[O:12])[o:6][c:7]([CH3:11])[cH:8][c:9]1[OH:10].[CH2:27]1[CH2:28][CH2:29][NH:30][CH2:31][CH2:32]1.[CH:33]([Cl:34])([Cl:35])[Cl:36].[Cl:13][c:14]1[cH:15][c:16]([CH:17]=[O:18])[cH:19][cH:20][c:21]1[O:22][C:23]([F:24])([F:25])[F:26]>>[C:1]([CH:2]=[CH:17][c:16]1[cH:15][c:14]([Cl:13])[c:21]([O:22][C:23]([F:24])([F:25])[F:26])[cH:20][cH:19]1)(=[O:3])[c:4]1[c:5](=[O:12])[o:6][c:7]([CH3:11])[cH:8][c:9]1[OH:10].